describe an organic reaction: reactants, conditions, products, and yield From a dataset of the Open Reaction Database (ORD), a public repository of structured organic reaction records. Reactants: ClC1=CC=C(C=N1)C(=O)Cl (6-chloropyrid-3-ylcarbonyl chloride), NC=1C=C(C(=O)NC2=CC(=CC=C2)N(C)C)C=CC1C (3-amino-N-(3-dimethylaminophenyl)-4-methylbenzamide). The product is ClC1=CC=C(C=N1)C(=O)NC=1C=C(C(=O)NC2=CC(=CC=C2)N(C)C)C=CC1C (3-(6-chloropyrid-3-ylcarbonylamino)-N-(3-dimethylaminophenyl)-4-methylbenzamide). RXN SMILES: [Cl:1][C:2]1[N:7]=[CH:6][C:5]([C:8](Cl)=[O:9])=[CH:4][CH:3]=1.[NH2:11][C:12]1[CH:13]=[C:14]([CH:27]=[CH:28][C:29]=1[CH3:30])[C:15]([NH:17][C:18]1[CH:23]=[CH:22][CH:21]=[C:20]([N:24]([CH3:26])[CH3:25])[CH:19]=1)=[O:16]>>[Cl:1][C:2]1[N:7]=[CH:6][C:5]([C:8]([NH:11][C:12]2[CH:13]=[C:14]([CH:27]=[CH:28][C:29]=2[CH3:30])[C:15]([NH:17][C:18]2[CH:23]=[CH:22][CH:21]=[C:20]([N:24]([CH3:26])[CH3:25])[CH:19]=2)=[O:16])=[O:9])=[CH:4][CH:3]=1. Procedure: Using an analogous procedure to that described in Example 1, 6-chloropyrid-3-ylcarbonyl chloride was reacted with 3-amino-N-(3-dimethylaminophenyl)-4-methylbenzamide to give the title compound; Mass Spectrum: M+H+ 409 and 411.